From a dataset of the Open Reaction Database (ORD), a public repository of structured organic reaction records. describe an organic reaction: reactants, conditions, products, and yield Starting materials: ON=C(C1=NC=CN=C1)Cl (N-Hydroxypyrazine-2-carbimidoyl chloride), C(#C)C1=CC=C(C#N)C=C1 (4-ethynylbenzonitrile), N (NH3). Yields the product N1=C(C=NC=C1)C1=NOC(=C1)C1=CC=C(C#N)C=C1 (4-(3-(Pyrazin-2-yl)isoxazol-5-yl)benzonitrile). Reaction SMILES: [OH:1][N:2]=[C:3](Cl)[C:4]1[CH:9]=[N:8][CH:7]=[CH:6][N:5]=1.[C:11]([C:13]1[CH:20]=[CH:19][C:16]([C:17]#[N:18])=[CH:15][CH:14]=1)#[CH:12].N>>[N:5]1[CH:6]=[CH:7][N:8]=[CH:9][C:4]=1[C:3]1[CH:12]=[C:11]([C:13]2[CH:20]=[CH:19][C:16]([C:17]#[N:18])=[CH:15][CH:14]=2)[O:1][N:2]=1. Reported procedure: The titled compound was prepared according to Method CB using the product of Example 83D (79 mg, 0.5 mmol) and 4-ethynylbenzonitrile (Aldrich, 64 mg, 0.5 mmol). 1H NMR (300 MHz, MeOH-d4) δ 7.62 (s, 1H), 7.92 (dt, J=8.5, 1.7 Hz, 2H), 8.13 (dt, J=8.5, 1.7 Hz, 2H), 8.71 (d, J=2.4 Hz, 1H), 8.77 (dd, J=2.6, 1.4 Hz, 1 H), 9.31 (d, J=1.6 Hz, 1H) ppm; MS (DCI/NH3) m/z 249 (M+H)+. Reactants: C1COCCO1, CC(=O)Oc1c(C)c(C)nc2ccccc12, O, O=[Se]=O. Yields the product CC(=O)Oc1c(C)c(C=O)nc2ccccc12. Reaction SMILES: [CH2:21]1[O:22][CH2:23][CH2:24][O:25][CH2:26]1.[CH3:1][c:2]1[n:3][c:4]2[cH:5][cH:6][cH:7][cH:8][c:9]2[c:10]([O:13][C:14]([CH3:15])=[O:16])[c:11]1[CH3:12].[OH2:20].[Se:17](=[O:18])=[O:19]>>[CH:1]([c:2]1[n:3][c:4]2[cH:5][cH:6][cH:7][cH:8][c:9]2[c:10]([O:13][C:14]([CH3:15])=[O:16])[c:11]1[CH3:12])=[O:18]. The reactants are C1COCCO1, CC(C=O)=CC1C(C(=O)OC(C)(C)C)C1(C)C, CCOC(C)=O, Cl, NO, O, c1ccncc1. Yields the product CC(C=NO)=CC1C(C(=O)OC(C)(C)C)C1(C)C. Reaction SMILES: [CH2:34]1[O:35][CH2:36][CH2:37][O:38][CH2:39]1.[CH3:1][C:2]1([CH3:17])[CH:3]([C:10](=[O:11])[O:12][C:13]([CH3:14])([CH3:15])[CH3:16])[CH:4]1[CH:5]=[C:6]([CH:7]=[O:8])[CH3:9].[CH3:28][CH2:29][O:30][C:31](=[O:32])[CH3:33].[ClH:18].[NH2:19][OH:20].[OH2:27].[cH:21]1[cH:22][cH:23][n:24][cH:25][cH:26]1>>[CH3:1][C:2]1([CH3:17])[CH:3]([C:10](=[O:11])[O:12][C:13]([CH3:14])([CH3:15])[CH3:16])[CH:4]1[CH:5]=[C:6]([CH:7]=[N:19][OH:20])[CH3:9]. Starting materials: F[B-](F)(F)F, CS(=O)(=O)N(CC(=O)O)c1ccc(NC(=C2C(=O)Nc3ccccc32)c2ccccc2)cc1, CCN(C(C)C)C(C)C, C[NH2+]C, [Cl-], CN(C)C=O, On1nnc2ccccc21, CN(C)C(On1nnc2ccccc21)=[N+](C)C. The product is CN(C)C(=O)CN(c1ccc(NC(=C2C(=O)Nc3ccccc32)c2ccccc2)cc1)S(C)(=O)=O. RXN SMILES: [B-:48]([F:49])([F:50])([F:51])[F:52].[C:1](=[O:2])([OH:3])[CH2:4][N:5]([S:6](=[O:7])(=[O:8])[CH3:9])[c:10]1[cH:11][cH:12][c:13]([NH:16][C:17]([c:18]2[cH:19][cH:20][cH:21][cH:22][cH:23]2)=[C:24]2[C:25](=[O:33])[NH:26][c:27]3[cH:28][cH:29][cH:30][cH:31][c:32]32)[cH:14][cH:15]1.[CH2:70]([N:71]([CH:72]([CH3:73])[CH3:74])[CH:75]([CH3:76])[CH3:77])[CH3:78].[CH3:35][NH2+:36][CH3:37].[Cl-:34].[O:79]=[CH:80][N:81]([CH3:82])[CH3:83].[OH:38][n:39]1[c:40]2[c:41]([cH:42][cH:43][cH:44][cH:45]2)[n:46][n:47]1.[n:53]1([O:54][C:55]([N:56]([CH3:57])[CH3:58])=[N+:59]([CH3:60])[CH3:61])[c:62]2[cH:63][cH:64][cH:65][cH:66][c:67]2[n:68][n:69]1>>[C:1](=[O:3])([CH2:4][N:5]([S:6](=[O:7])(=[O:8])[CH3:9])[c:10]1[cH:11][cH:12][c:13]([NH:16][C:17]([c:18]2[cH:19][cH:20][cH:21][cH:22][cH:23]2)=[C:24]2[C:25](=[O:33])[NH:26][c:27]3[cH:28][cH:29][cH:30][cH:31][c:32]32)[cH:14][cH:15]1)[N:36]([CH3:35])[CH3:37]. Starting materials: ClCCl, CC(CC=CC=CC(C)(C)O)C1=CCCC2C(=O)CCCC12C, C[Si](C)(C)c1ncc[nH]1. Product: CC(CC=CC=CC(C)(C)O[Si](C)(C)C)C1=CCCC2C(=O)CCCC12C. RXN SMILES: [Cl:33][CH2:34][Cl:35].[OH:1][C:2]([CH:3]=[CH:4][CH:5]=[CH:6][CH2:7][CH:8]([CH3:9])[C:10]1=[CH:19][CH2:18][CH2:17][CH:16]2[C:11]1([CH3:21])[CH2:12][CH2:13][CH2:14][C:15]2=[O:20])([CH3:22])[CH3:23].[Si:24]([CH3:25])([CH3:26])([CH3:27])[c:28]1[nH:29][cH:30][cH:31][n:32]1>>[O:1]([C:2]([CH:3]=[CH:4][CH:5]=[CH:6][CH2:7][CH:8]([CH3:9])[C:10]1=[CH:19][CH2:18][CH2:17][CH:16]2[C:11]1([CH3:21])[CH2:12][CH2:13][CH2:14][C:15]2=[O:20])([CH3:22])[CH3:23])[Si:24]([CH3:25])([CH3:26])[CH3:27].